Dataset: the Open Reaction Database (ORD), a public repository of structured organic reaction records. Task: describe an organic reaction: reactants, conditions, products, and yield Reactants: S(=O)(=O)(OCC)OCC (diethyl sulfate), N1C(C2(CCC1=O)CCC(C1=CC=CC=C12)=O)=O (2,3-dihydrospiro-[naphthalene-1(4H),3'-piperidine]-2',4,6'-trione), 55, [H-].[Na+] (sodium hydride), Cl (hydrochloric acid). The solvent is CN(C=O)C (dimethylformamide). Conditions: time 5 minute. Yields the product C(C)N1C(C2(CCC1=O)CCC(C1=CC=CC=C12)=O)=O (1'-ethyl-2,3-dihydrospiro-[naphthalene-1(4H),3'-piperidine]-2',4,6'-trione). The yield is 128.8%. RXN SMILES: [NH:1]1[C:6](=[O:7])[CH2:5][CH2:4][C:3]2([C:16]3[C:11](=[CH:12][CH:13]=[CH:14][CH:15]=3)[C:10](=[O:17])[CH2:9][CH2:8]2)[C:2]1=[O:18].[H-].[Na+].S(OCC)(O[CH2:25][CH3:26])(=O)=O.Cl>CN(C)C=O>[CH2:25]([N:1]1[C:6](=[O:7])[CH2:5][CH2:4][C:3]2([C:16]3[C:11](=[CH:12][CH:13]=[CH:14][CH:15]=3)[C:10](=[O:17])[CH2:9][CH2:8]2)[C:2]1=[O:18])[CH3:26] |f:1.2|. Reported procedure: To 24.3 grams (0.1 M) of 2,3-dihydrospiro-[naphthalene-1(4H),3'-piperidine]-2',4,6'-trione in 300 milliliters of dry dimethylformamide maintained under nitrogen atmosphere was added with stirring 4.37 grams (0.1 M) of a 55 per cent suspension of sodium hydride in mineral oil. After stirring for five minutes, 16.0 grams (0.1 M) of diethyl sulfate were added in one portion. The slightly exothermic reaction mixture was allowed to stir for a short time and concentrated hydrochloric acid was added dr... Reactants: [H-] (hydride), C(C1=CC=CC=C1)(=O)C1=C(C(=O)O)C=CC=C1 (o-benzoylbenzoic acid), C(CN)N (ethylenediamine), [Li] (lithium). Run in O (water). The product is C1(=CC=CC=C1)C1NCCNCC2=C1C=CC=C2 (1,2,3,4,5,6-hexahydro-1-phenyl-2,5-benzodiazocine). As a reaction SMILES: [C:1]([C:9]1[CH:17]=[CH:16][CH:15]=[CH:14][C:10]=1[C:11](O)=O)(=O)[C:2]1[CH:7]=[CH:6][CH:5]=[CH:4][CH:3]=1.[CH2:18]([NH2:21])[CH2:19][NH2:20].[Li].[H-]>O>[C:2]1([CH:1]2[C:9]3[CH:17]=[CH:16][CH:15]=[CH:14][C:10]=3[CH2:11][NH:21][CH2:18][CH2:19][NH:20]2)[CH:7]=[CH:6][CH:5]=[CH:4][CH:3]=1 |^1:21|. Reported procedure: Add 40 g. of the condensation product of o-benzoylbenzoic acid and ethylenediamine in small portions to a suspension of 15 g. of lithium aliminum hydride in 1500 ml. of anhydrous either with stirring. Reflux with stirring for 16 hours. Cool and add water carefully to decompose excess hydride. Separate the ether layer, dry over magnesium sulfate, and remove the solvent under reduced pressure to obtain 1,2,3,4,5,6-hexahydro-1-phenyl-2,5-benzodiazocine, m.p. 125° C. To prepare the dihydrochloride, ... Starting materials: CO, O=C(CNC(=O)c1cccc(C(F)(F)F)c1)NC1CCN(C2CCN(c3ccc(C(=O)OCc4ccccc4)cc3)C2)C1, [H][H], [Pd]. Yields the product O=C(CNC(=O)c1cccc(C(F)(F)F)c1)NC1CCN(C2CCN(c3ccc(C(=O)O)cc3)C2)C1. As a reaction SMILES: [CH3:46][OH:47].[F:1][C:2]([c:3]1[cH:4][c:5]([C:6](=[O:7])[NH:8][CH2:9][C:10](=[O:11])[NH:12][CH:13]2[CH2:14][N:15]([CH:18]3[CH2:19][N:20]([c:23]4[cH:24][cH:25][c:26]([C:27](=[O:28])[O:29][CH2:30][c:31]5[cH:32][cH:33][cH:34][cH:35][cH:36]5)[cH:37][cH:38]4)[CH2:21][CH2:22]3)[CH2:16][CH2:17]2)[cH:39][cH:40][cH:41]1)([F:42])[F:43].[H:44][H:45].[Pd:48]>>[F:1][C:2]([c:3]1[cH:4][c:5]([C:6](=[O:7])[NH:8][CH2:9][C:10](=[O:11])[NH:12][CH:13]2[CH2:14][N:15]([CH:18]3[CH2:19][N:20]([c:23]4[cH:24][cH:25][c:26]([C:27](=[O:28])[OH:29])[cH:37][cH:38]4)[CH2:21][CH2:22]3)[CH2:16][CH2:17]2)[cH:39][cH:40][cH:41]1)([F:42])[F:43]. Reactants: FC1=C2C=C(NC2=CC=C1OC1=CN=NC2=CC(=C(C=C12)OC)OCC1CCNCC1)C (4-(4-fluoro-2-methylindol-5-yloxy)-6-methoxy-7-(piperidin-4-ylmethoxy)cinnoline), C(C)(=O)[O-].[Na+] (sodium acetate), [BH4-].[Na+].C(C)(=O)O.C(C)(=O)O.C(C)(=O)O (triacetate sodium borohydride), C=O (formaldehyde). Run in C(Cl)Cl (methylene chloride), CO (methanol), C(C)(=O)O (Acetic acid). Run at time 5 minute. Product: FC1=C2C=C(NC2=CC=C1OC1=CN=NC2=CC(=C(C=C12)OC)OCC1CCN(CC1)C)C (4-(4-fluoro-2-methylindol-5-yloxy)-6-methoxy-7-(1-methylpiperidin-4-ylmethoxy)cinnoline). The yield is 53.7%. RXN SMILES: [F:1][C:2]1[C:10]([O:11][C:12]2[C:21]3[C:16](=[CH:17][C:18]([O:24][CH2:25][CH:26]4[CH2:31][CH2:30][NH:29][CH2:28][CH2:27]4)=[C:19]([O:22][CH3:23])[CH:20]=3)[N:15]=[N:14][CH:13]=2)=[CH:9][CH:8]=[C:7]2[C:3]=1[CH:4]=[C:5]([CH3:32])[NH:6]2.[C:33]([O-])(=O)C.[Na+].C=O.[BH4-].[Na+].C(O)(=O)C.C(O)(=O)C.C(O)(=O)C>C(Cl)Cl.CO.C(O)(=O)C>[F:1][C:2]1[C:10]([O:11][C:12]2[C:21]3[C:16](=[CH:17][C:18]([O:24][CH2:25][CH:26]4[CH2:31][CH2:30][N:29]([CH3:33])[CH2:28][CH2:27]4)=[C:19]([O:22][CH3:23])[CH:20]=3)[N:15]=[N:14][CH:13]=2)=[CH:9][CH:8]=[C:7]2[C:3]=1[CH:4]=[C:5]([CH3:32])[NH:6]2 |f:1.2,4.5.6.7.8|. Procedure details: To a solution of 4-(4-fluoro-2-methylindol-5-yloxy)-6-methoxy-7-(piperidin-4-ylmethoxy)cinnoline (170 mg, 0.31 mmol), (prepared as described in Example 6), in methylene chloride (6 ml) and methanol (3 ml) was added a solution of sodium acetate (25 mg, 0.31 mmol). Acetic acid (22 ml) and formaldehyde (37%) (50 ml) were added. The mixture was stirred for 5 minutes and triacetate sodium borohydride (100 mg, 0.46 mmol) was added in portions. The mixture was stirred at ambient temperature for 1 hour.... Reactants: CS(=O)c1nccc(-c2cnc3c(C(C)(C)O)cccn23)n1, CNC1CCC(S(C)(=O)=O)CC1, CN1CCCC1=O, O. Yields the product CN(c1nccc(-c2cnc3c(C(C)(C)O)cccn23)n1)C1CCC(S(C)(=O)=O)CC1. As a reaction SMILES: [CH3:1][S:2](=[O:3])[c:4]1[n:5][cH:6][cH:7][c:8](-[c:10]2[cH:11][n:12][c:13]3[n:14]2[cH:15][cH:16][cH:17][c:18]3[C:19]([CH3:20])([CH3:21])[OH:22])[n:9]1.[CH3:23][S:24](=[O:25])(=[O:26])[CH:27]1[CH2:28][CH2:29][CH:30]([NH:33][CH3:34])[CH2:31][CH2:32]1.[CH3:35][N:36]1[CH2:37][CH2:38][CH2:39][C:40]1=[O:41].[OH2:42]>>[c:4]1([N:33]([CH:30]2[CH2:29][CH2:28][CH:27]([S:24]([CH3:23])(=[O:25])=[O:26])[CH2:32][CH2:31]2)[CH3:34])[n:5][cH:6][cH:7][c:8](-[c:10]2[cH:11][n:12][c:13]3[n:14]2[cH:15][cH:16][cH:17][c:18]3[C:19]([CH3:20])([CH3:21])[OH:22])[n:9]1.